This data is from the Open Reaction Database (ORD), a public repository of structured organic reaction records. The task is: describe an organic reaction: reactants, conditions, products, and yield The reactants are CO, CCOCC, CC(Cl)OC(=O)Cl, ClCCCl, CN1CCC(c2ncc(-c3ccc(Cl)cc3)cn2)CC1. Product: Clc1ccc(-c2cnc(C3CCNCC3)nc2)cc1. As a reaction SMILES: [CH3:28][OH:29].[CH3:34][CH2:35][O:36][CH2:37][CH3:38].[Cl:1][C:2]([O:3][CH:4]([Cl:5])[CH3:6])=[O:7].[Cl:30][CH2:31][CH2:32][Cl:33].[Cl:8][c:9]1[cH:10][cH:11][c:12](-[c:15]2[cH:16][n:17][c:18]([CH:21]3[CH2:22][CH2:23][N:24]([CH3:27])[CH2:25][CH2:26]3)[n:19][cH:20]2)[cH:13][cH:14]1>>[Cl:8][c:9]1[cH:10][cH:11][c:12](-[c:15]2[cH:16][n:17][c:18]([CH:21]3[CH2:22][CH2:23][NH:24][CH2:25][CH2:26]3)[n:19][cH:20]2)[cH:13][cH:14]1. Starting materials: FC(C1=C(CN2CCC(CC2)\C=C/2\C(=NC(S2)=O)NCC#C)C=CC(=C1)C(F)(F)F)(F)F ((5Z)-5-({1-[2,4-bis(trifluoromethyl)benzyl]piperidin-4-yl}methylidene)-4-(prop-2-yn-1-ylamino)-1,3-thiazol-2(5H)-one), C([C@H](O)[C@@H](O)C(=O)O)(=O)O (L-(+)-tartaric acid). Solvent: C(C)O (ethanol). Run at temperature 60 celsius, time 20 minute. Yields the product C(=O)(O)C(O)C(O)C(=O)O.FC(C1=C(CN2CCC(CC2)\C=C/2\C(=NC(S2)=O)NCC#C)C=CC(=C1)C(F)(F)F)(F)F ((5Z)-5-({-[2,4-bis(trifluoromethyl)benzyl]piperidin-4-yl}methylidene)-4-(prop-2-yn-1-ylamino)-1,3-thiazol-2(5H)-one tartrate). Isolated yield 86.6%. Reaction SMILES: [F:1][C:2]([F:32])([F:31])[C:3]1[CH:26]=[C:25]([C:27]([F:30])([F:29])[F:28])[CH:24]=[CH:23][C:4]=1[CH2:5][N:6]1[CH2:11][CH2:10][CH:9](/[CH:12]=[C:13]2/[C:14]([NH:19][CH2:20][C:21]#[CH:22])=[N:15][C:16](=[O:18])[S:17]/2)[CH2:8][CH2:7]1.[C:33]([OH:42])(=[O:41])[C@@H:34]([C@H:36]([C:38]([OH:40])=[O:39])[OH:37])[OH:35]>C(O)C>[C:38]([CH:36]([CH:34]([C:33]([OH:42])=[O:41])[OH:35])[OH:37])([OH:40])=[O:39].[F:32][C:2]([F:1])([F:31])[C:3]1[CH:26]=[C:25]([C:27]([F:29])([F:30])[F:28])[CH:24]=[CH:23][C:4]=1[CH2:5][N:6]1[CH2:7][CH2:8][CH:9](/[CH:12]=[C:13]2/[C:14]([NH:19][CH2:20][C:21]#[CH:22])=[N:15][C:16](=[O:18])[S:17]/2)[CH2:10][CH2:11]1 |f:3.4|. Procedure details: To a solution of (5Z)-5-({1-[2,4-bis(trifluoromethyl)benzyl]piperidin-4-yl}methylidene)-4-(prop-2-yn-1-ylamino)-1,3-thiazol-2(5H)-one (1 g) in ethanol (15 mL) was added L-(+)-tartaric acid (0.32 g). The reaction mixture was stirred at 60° C. for 20 min, the solvent was evaporated under reduced pressure, and the residue was recrystallized from 2-propanol/heptane to give the title compound (1.14 g). The reactants are CN1CCCC1=O, N#Cc1ccnc(Cl)c1, Fc1ccc(N2CCNCC2)cc1, O. Yields the product N#Cc1ccnc(N2CCN(c3ccc(F)cc3)CC2)c1. As a reaction SMILES: [CH3:24][N:25]1[CH2:26][CH2:27][CH2:28][C:29]1=[O:30].[Cl:1][c:2]1[n:3][cH:4][cH:5][c:6]([C:8]#[N:9])[cH:7]1.[F:10][c:11]1[cH:12][cH:13][c:14]([N:17]2[CH2:18][CH2:19][NH:20][CH2:21][CH2:22]2)[cH:15][cH:16]1.[OH2:23]>>[c:2]1([N:20]2[CH2:19][CH2:18][N:17]([c:14]3[cH:13][cH:12][c:11]([F:10])[cH:16][cH:15]3)[CH2:22][CH2:21]2)[n:3][cH:4][cH:5][c:6]([C:8]#[N:9])[cH:7]1.